Dataset: the Open Reaction Database (ORD), a public repository of structured organic reaction records. Task: describe an organic reaction: reactants, conditions, products, and yield Reactants: solution, Cl (hydrogen chloride), C(C)(C)(C)OC(=O)N1C[C@H](OCC1)COC1=C(C=CC=C1)CCC1=CC(=CC=C1)OC ((S)-4-t-butoxycarbonyl-2-{2-[2-(3-methoxyphenyl)ethyl]phenoxymethyl}morpholine). The solvent is O1CCOCC1 (dioxane), O1CCOCC1 (dioxane). Reaction conditions: time 1 hour. Product: Cl.COC=1C=C(C=CC1)CCC1=C(OC[C@@H]2CNCCO2)C=CC=C1 ((S)-2-{2-[2-(3-Methoxyphenyl)ethyl]phenoxymethyl}morpholine hydrochloride). The yield is 78.0%. Reaction SMILES: [ClH:1].C(OC([N:9]1[CH2:14][CH2:13][O:12][C@H:11]([CH2:15][O:16][C:17]2[CH:22]=[CH:21][CH:20]=[CH:19][C:18]=2[CH2:23][CH2:24][C:25]2[CH:30]=[CH:29][CH:28]=[C:27]([O:31][CH3:32])[CH:26]=2)[CH2:10]1)=O)(C)(C)C>O1CCOCC1>[ClH:1].[CH3:32][O:31][C:27]1[CH:26]=[C:25]([CH2:24][CH2:23][C:18]2[CH:19]=[CH:20][CH:21]=[CH:22][C:17]=2[O:16][CH2:15][C@H:11]2[O:12][CH2:13][CH2:14][NH:9][CH2:10]2)[CH:30]=[CH:29][CH:28]=1 |f:3.4|. Procedure: 5 ml of a 4N solution of hydrogen chloride in dioxane were added to a solution of 420 mg of (S)-4-t-butoxycarbonyl-2-{2-[2-(3-methoxyphenyl)ethyl]phenoxymethyl}morpholine [prepared as described in step (a) above] in 5 ml of dioxane, and the resulting solution was allowed to stand at room temperature for 1 hour. At the end of this time, the solution was concentrated by evaporation under reduced pressure, the resulting oily residue was dissolved in 20 ml of ethyl acetate, and the resulting solutio... Reaction conditions: time 30 minute. The yield is 73.2%. The reactants are O[C@@H]1CN(CC1)C(=O)OC(C)(C)C ((S)-tert-butyl 3-hydroxypyrrolidine-1-carboxylate), [H-].[Na+] (NaH), ClC1=NC(=CC2=CC=CC(=C12)Cl)C#N (1,8-dichloroisoquinoline-3-carbonitrile). The product is ClC=1C=CC=C2C=C(N=C(C12)O[C@@H]1CN(CC1)C(=O)OC(C)(C)C)C#N ((S)-tert-butyl 3-((8-chloro-3-cyanoisoquinolin-1-yl)oxy)pyrrolidine-1-carboxylate). Reported procedure: To a solution of (S)-tert-butyl 3-hydroxypyrrolidine-1-carboxylate (126 mg, 0.674 mmol) in THF (5 mL) was added NaH (26.8 mg, 0.677 mmol) at 0° C. The mixture was stirred for 30 minutes. Next, 1,8-dichloroisoquinoline-3-carbonitrile was added and the reaction mixture was warmed to RT for 4 hours. The reaction was quenched with H2O (2 mL) and the mixture was extracted with EtOAc (3×10 mL). The organic layers were combined and concentrated in vacuo. The crude product was purified by preparative TL... As a reaction SMILES: [OH:1][C@H:2]1[CH2:6][CH2:5][N:4]([C:7]([O:9][C:10]([CH3:13])([CH3:12])[CH3:11])=[O:8])[CH2:3]1.[H-].[Na+].Cl[C:17]1[C:26]2[C:21](=[CH:22][CH:23]=[CH:24][C:25]=2[Cl:27])[CH:20]=[C:19]([C:28]#[N:29])[N:18]=1>C1COCC1>[Cl:27][C:25]1[CH:24]=[CH:23][CH:22]=[C:21]2[C:26]=1[C:17]([O:1][C@H:2]1[CH2:6][CH2:5][N:4]([C:7]([O:9][C:10]([CH3:13])([CH3:12])[CH3:11])=[O:8])[CH2:3]1)=[N:18][C:19]([C:28]#[N:29])=[CH:20]2 |f:1.2|. Solvent: C1CCOC1 (THF). Starting materials: C1(CCC1)N1CCC(CC1)OC1=CC=C(C=C1)C=1N(C(C2=C(N1)C(NC=C2)=O)=O)C (2-{4-[(1-Cyclobutylpiperidin-4-yl)oxy]phenyl}-3-methyl-3,7-dihydropyrido[3,4-d]pyrimidine-4,8-dione), C([O-])([O-])=O.[K+].[K+] (potassium carbonate), S(=O)(=O)(OCCF)C1=CC=C(C)C=C1 (2-fluoroethyl tosylate). The solvent is C(C)(=O)OCC (ethyl acetate), CN(C)C=O (DMF). Reaction conditions: time 20 hour. Yields the product C1(CCC1)N1CCC(CC1)OC1=CC=C(C=C1)C=1N(C(C2=C(N1)C(N(C=C2)CCF)=O)=O)C (2-{4-[(1-cyclobutylpiperidin-4-yl)oxy]phenyl}-7-(2-fluoroethyl)-3-methyl-3,7-dihydropyrido[3,4-d]pyrimidine-4,8-dione). The yield is 3.7%. As a reaction SMILES: [CH:1]1([N:5]2[CH2:10][CH2:9][CH:8]([O:11][C:12]3[CH:17]=[CH:16][C:15]([C:18]4[N:19]([CH3:30])[C:20](=[O:29])[C:21]5[CH:27]=[CH:26][NH:25][C:24](=[O:28])[C:22]=5[N:23]=4)=[CH:14][CH:13]=3)[CH2:7][CH2:6]2)[CH2:4][CH2:3][CH2:2]1.C(=O)([O-])[O-].[K+].[K+].S(C1C=CC(C)=CC=1)(O[CH2:41][CH2:42][F:43])(=O)=O>CN(C=O)C.C(OCC)(=O)C>[CH:1]1([N:5]2[CH2:6][CH2:7][CH:8]([O:11][C:12]3[CH:17]=[CH:16][C:15]([C:18]4[N:19]([CH3:30])[C:20](=[O:29])[C:21]5[CH:27]=[CH:26][N:25]([CH2:41][CH2:42][F:43])[C:24](=[O:28])[C:22]=5[N:23]=4)=[CH:14][CH:13]=3)[CH2:9][CH2:10]2)[CH2:2][CH2:3][CH2:4]1 |f:1.2.3|. Procedure: 2-{4-[(1-Cyclobutylpiperidin-4-yl)oxy]phenyl}-3-methyl-3,7-dihydropyrido[3,4-d]pyrimidine-4,8-dione (24 mg, 0.06 mmol) and potassium carbonate (33 mg, 0.24 mmol) were stirred in DMF (0.5 mL) at room temperature, then 2-fluoroethyl tosylate (40 mg, 0.18 mmol) was dropwise added thereto and stirred at room temperature for 20 hours. The reaction solution was diluted with ethyl acetate, washed with water and saturated saline water in that order, and the organic layer was dried with magnesium sulfate... Starting materials: CSc1nc2c(ccn2Cc2ccc(C(=O)c3ccc(Cl)cc3)cc2)c(=O)n1CCOC(C)=O, CO, [Na+], [OH-]. The product is CSc1nc2c(ccn2Cc2ccc(C(=O)c3ccc(Cl)cc3)cc2)c(=O)n1CCO. Reaction SMILES: [C:1](=[O:2])([CH3:3])[O:4][CH2:5][CH2:6][n:7]1[c:8]([S:33][CH3:34])[n:9][c:10]2[c:11]([c:12]1=[O:13])[cH:14][cH:15][n:16]2[CH2:17][c:18]1[cH:19][cH:20][c:21]([C:24]([c:25]2[cH:26][cH:27][c:28]([Cl:31])[cH:29][cH:30]2)=[O:32])[cH:22][cH:23]1.[CH3:37][OH:38].[Na+:36].[OH-:35]>>[OH:4][CH2:5][CH2:6][n:7]1[c:8]([S:33][CH3:34])[n:9][c:10]2[c:11]([c:12]1=[O:13])[cH:14][cH:15][n:16]2[CH2:17][c:18]1[cH:19][cH:20][c:21]([C:24]([c:25]2[cH:26][cH:27][c:28]([Cl:31])[cH:29][cH:30]2)=[O:32])[cH:22][cH:23]1. The reactants are CCOC(=O)c1cnc2cc([N+](=O)[O-])ccc2c1O, ClC(Cl)Cl, O=C(Cl)C(=O)Cl, [Na+], CN(C)C=O, [OH-]. The product is CCOC(=O)c1cnc2cc([N+](=O)[O-])ccc2c1Cl. As a reaction SMILES: [CH2:1]([CH3:2])[O:3][C:4](=[O:5])[c:6]1[cH:7][n:8][c:9]2[cH:10][c:11]([N+:17](=[O:18])[O-:19])[cH:12][cH:13][c:14]2[c:15]1[OH:16].[CH:33]([Cl:34])([Cl:35])[Cl:36].[Cl:20][C:21]([C:22]([Cl:23])=[O:24])=[O:25].[Na+:32].[O:26]=[CH:27][N:28]([CH3:29])[CH3:30].[OH-:31]>>[CH2:1]([CH3:2])[O:3][C:4](=[O:5])[c:6]1[cH:7][n:8][c:9]2[cH:10][c:11]([N+:17](=[O:18])[O-:19])[cH:12][cH:13][c:14]2[c:15]1[Cl:20].